describe an organic reaction: reactants, conditions, products, and yield From a dataset of the Open Reaction Database (ORD), a public repository of structured organic reaction records. Reactants: BrC1=CC=C(C=C1)S(=O)(=O)Cl (4-bromobenzene sulfonyl chloride), NC=1C(=C(C(=O)O)C=CC1)C (3-amino-2-methylbenzoic acid). Run in N1=CC=CC=C1 (pyridine). Product: BrC1=CC=C(C=C1)S(=O)(=O)NC=1C(=C(C(=O)O)C=CC1)C (3-(4-Bromophenylsulfonamido)-2-methylbenzoic acid). Reaction SMILES: [Br:1][C:2]1[CH:7]=[CH:6][C:5]([S:8](Cl)(=[O:10])=[O:9])=[CH:4][CH:3]=1.[NH2:12][C:13]1[C:14]([CH3:22])=[C:15]([CH:19]=[CH:20][CH:21]=1)[C:16]([OH:18])=[O:17]>N1C=CC=CC=1>[Br:1][C:2]1[CH:7]=[CH:6][C:5]([S:8]([NH:12][C:13]2[C:14]([CH3:22])=[C:15]([CH:19]=[CH:20][CH:21]=2)[C:16]([OH:18])=[O:17])(=[O:10])=[O:9])=[CH:4][CH:3]=1. Procedure details: The title compound was prepared using a method analogous to Method A, using 4-bromobenzene sulfonyl chloride, 3-amino-2-methylbenzoic acid, and a large excess of pyridine. The title compound was precipitated on partition of the reaction mixture between dilute HCl and DCM. The precipitate was collected by filtration, dissolved in ethyl acetate and dried. Evaporation of the solvent gave the title compound as a pale brown solid. Starting materials: N#Cc1ccc2[nH]cc(C3CCN(C(=O)OCc4ccccc4)CC3)c2c1, CS(=O)(=O)Cl, CN(C)C=O, CCOC(C)=O, [H-], [Na+]. The product is CS(=O)(=O)n1cc(C2CCN(C(=O)OCc3ccccc3)CC2)c2cc(C#N)ccc21. Reaction SMILES: [CH2:3]([c:4]1[cH:5][cH:6][cH:7][cH:8][cH:9]1)[O:10][C:11](=[O:12])[N:13]1[CH2:14][CH2:15][CH:16]([c:19]2[cH:20][nH:21][c:22]3[cH:23][cH:24][c:25]([C:28]#[N:29])[cH:26][c:27]23)[CH2:17][CH2:18]1.[CH3:30][S:31]([Cl:32])(=[O:33])=[O:34].[CH3:35][N:36]([CH3:37])[CH:38]=[O:39].[CH3:40][CH2:41][O:42][C:43](=[O:44])[CH3:45].[H-:1].[Na+:2]>>[CH2:3]([c:4]1[cH:5][cH:6][cH:7][cH:8][cH:9]1)[O:10][C:11](=[O:12])[N:13]1[CH2:14][CH2:15][CH:16]([c:19]2[cH:20][n:21]([S:31]([CH3:30])(=[O:33])=[O:34])[c:22]3[cH:23][cH:24][c:25]([C:28]#[N:29])[cH:26][c:27]23)[CH2:17][CH2:18]1. The reactants are O=C1CCC(=O)N1Br, CN(C)C=O, CN1Cc2cncn2-c2cccc(Cl)c2C1=O, O. Reaction SMILES: [Br:18][N:19]1[C:20](=[O:21])[CH2:22][CH2:23][C:24]1=[O:25].[CH3:27][N:28]([CH3:29])[CH:30]=[O:31].[Cl:1][c:2]1[cH:3][cH:4][cH:5][c:6]2[c:7]1[C:8](=[O:17])[N:9]([CH3:16])[CH2:10][c:11]1[n:12]-2[cH:13][n:14][cH:15]1.[OH2:26]>>[Cl:1][c:2]1[cH:3][cH:4][cH:5][c:6]2[c:7]1[C:8](=[O:17])[N:9]([CH3:16])[CH2:10][c:11]1[n:12]-2[cH:13][n:14][c:15]1[Br:18]. The product is CN1Cc2c(Br)ncn2-c2cccc(Cl)c2C1=O. Reactants: [N+](=O)([O-])C=1SC(=CC1)C=O (2-nitrothiophen-5-carboxaldehyde), FC(C=1C=C(CS(=O)(=O)CC#N)C=CC1)(F)F (3-trifluoromethylbenzylsulfonylacetonitrile). The product is [N+](=O)([O-])C=1SC(=CC1)/C=C(\C#N)/S(=O)(=O)CC1=CC(=CC=C1)C(F)(F)F ((E)-3-(2-nitrothien-5-yl)-2-[3-(trifluoromethyl)benzylsulfonyl]acrylonitrile). RXN SMILES: [N+:1]([C:4]1[S:5][C:6]([CH:9]=O)=[CH:7][CH:8]=1)([O-:3])=[O:2].[F:11][C:12]([F:27])([F:26])[C:13]1[CH:14]=[C:15]([CH:23]=[CH:24][CH:25]=1)[CH2:16][S:17]([CH2:20][C:21]#[N:22])(=[O:19])=[O:18]>>[N+:1]([C:4]1[S:5][C:6](/[CH:9]=[C:20](/[S:17]([CH2:16][C:15]2[CH:23]=[CH:24][CH:25]=[C:13]([C:12]([F:27])([F:11])[F:26])[CH:14]=2)(=[O:19])=[O:18])\[C:21]#[N:22])=[CH:7][CH:8]=1)([O-:3])=[O:2]. Reported procedure: Reaction of 2-nitrothiophen-5-carboxaldehyde and 3-trifluoromethylbenzylsulfonylacetonitrile as in Example 1 gave (E)-3-(2-nitrothien-5-yl)-2-[3-(trifluoromethyl)benzylsulfonyl]acrylonitrile Yields the product CN1CC(CCC1)OC(=O)N1CCCOC2=C1C=CC(=C2)NC2=NC=C(C(=N2)NC2=C(C=CC=C2C(NC)=O)F)Cl (3-[5-Chloro-4-(2-fluoro-6-methylcarbamoyl-phenylamino)-pyrimidin-2-ylamino]-7,8-dihydro-6H-5-oxa-9-aza-benzocycloheptene-9-carboxylic acid 1-methyl-piperidin-3-yl ester), foam. Starting materials: CN1CC(CCC1)OC(=O)N1CCCOC2=C1C=CC(=C2)N (3-amino-7,8-dihydro-6H-5-oxa-9-aza-benzocycloheptene-9-carboxylic acid 1-methyl-piperidin-3-yl ester), ClC1=NC=C(C(=N1)NC1=C(C(=O)NC)C=CC=C1F)Cl (2-(2,5-dichloro-pyrimidin-4-ylamino)-3-fluoro-N-methyl-benzamide). Reported procedure: The title compound was prepared from 3-amino-7,8-dihydro-6H-5-oxa-9-aza-benzocycloheptene-9-carboxylic acid 1-methyl-piperidin-3-yl ester and 2-(2,5-dichloro-pyrimidin-4-ylamino)-3-fluoro-N-methyl-benzamide in an analogous manner to Example 1410. Product isolated as an orange foam (84 mg, 44%). LCMS (m/e) 584 (M+H); 1H-NMR (CDCl3, 400 MHz) δ 8.98-8.75 (m, 1H), 8.09 (s, 1H), 7.40-7.17 (m, 4H), 7.16-6.97 (m, 2H), 6.95-6.84 (m, 1H), 6.40-6.22 (m, 1H), 4.91-4.70 (m, 1H), 4.15-3.95 (m, 2H), 3.82-3.58... The yield is 44.0%. As a reaction SMILES: [CH3:1][N:2]1[CH2:7][CH2:6][CH2:5][CH:4]([O:8][C:9]([N:11]2[C:17]3[CH:18]=[CH:19][C:20]([NH2:22])=[CH:21][C:16]=3[O:15][CH2:14][CH2:13][CH2:12]2)=[O:10])[CH2:3]1.Cl[C:24]1[N:29]=[C:28]([NH:30][C:31]2[C:40]([F:41])=[CH:39][CH:38]=[CH:37][C:32]=2[C:33]([NH:35][CH3:36])=[O:34])[C:27]([Cl:42])=[CH:26][N:25]=1>>[CH3:1][N:2]1[CH2:7][CH2:6][CH2:5][CH:4]([O:8][C:9]([N:11]2[C:17]3[CH:18]=[CH:19][C:20]([NH:22][C:24]4[N:29]=[C:28]([NH:30][C:31]5[C:32]([C:33](=[O:34])[NH:35][CH3:36])=[CH:37][CH:38]=[CH:39][C:40]=5[F:41])[C:27]([Cl:42])=[CH:26][N:25]=4)=[CH:21][C:16]=3[O:15][CH2:14][CH2:13][CH2:12]2)=[O:10])[CH2:3]1. Starting materials: CCS(=O)CC, CS(C)=O, [H-], [Na+], ClCc1ccncc1, c1ccc2c(c1)Sc1ccccc1C2Cc1ccncc1. Product: c1ccc2c(c1)Sc1ccccc1C2(Cc1ccncc1)Cc1ccncc1. RXN SMILES: [CH2:3]([S:4]([CH2:5][CH3:6])=[O:7])[CH3:8].[CH3:38][S:39]([CH3:40])=[O:41].[H-:1].[Na+:2].[cH:30]1[cH:31][c:32]([CH2:36][Cl:37])[cH:33][cH:34][n:35]1.[n:9]1[cH:10][cH:11][c:12]([CH2:15][CH:16]2[c:17]3[cH:18][cH:19][cH:20][cH:21][c:22]3[S:23][c:24]3[cH:25][cH:26][cH:27][cH:28][c:29]32)[cH:13][cH:14]1>>[n:9]1[cH:10][cH:11][c:12]([CH2:15][C:16]2([CH2:36][c:32]3[cH:31][cH:30][n:35][cH:34][cH:33]3)[c:17]3[cH:18][cH:19][cH:20][cH:21][c:22]3[S:23][c:24]3[cH:25][cH:26][cH:27][cH:28][c:29]32)[cH:13][cH:14]1. Starting materials: Clc1ccc2ccccc2n1, [K+], O=[N+]([O-])[O-], O, O=S(=O)(O)O. Yields the product O=[N+]([O-])c1cccc2nc(Cl)ccc12. As a reaction SMILES: [Cl:1][c:2]1[n:3][c:4]2[cH:5][cH:6][cH:7][cH:8][c:9]2[cH:10][cH:11]1.[K+:12].[O-:13][N+:14]([O-:15])=[O:16].[OH2:17].[S:18](=[O:19])(=[O:20])([OH:21])[OH:22]>>[Cl:1][c:2]1[n:3][c:4]2[cH:5][cH:6][cH:7][c:8]([N+:14](=[O:13])[O-:15])[c:9]2[cH:10][cH:11]1. Starting materials: solution, P(=O)([O-])([O-])[O-].[K+].[K+].[K+] (potassium phosphate), BrC=1C=C2N(N=CC(=C2N[C@H]2[C@@H](CN(CC2)C(C(C)(C)O)=O)CC)C(=O)N)C1 (6-bromo-4-(((3R,4R)-3-ethyl-1-(2-hydroxy-2-methylpropanoyl)-piperidin-4-yl)amino)pyrrolo[1,2-b]pyridazine-3-carboxamide), C(C)(C)N1N=CC(=C1)B1OC(C(O1)(C)C)(C)C (1-isopropyl-4-(4,4,5,5-tetramethyl-1,3,2-dioxaborolan-2-yl)-1H-pyrazole). The reagents and catalysts are C1=CC=C(C=C1)P([C-]2C=CC=C2)C3=CC=CC=C3.C1=CC=C(C=C1)P([C-]2C=CC=C2)C3=CC=CC=C3.Cl[Pd]Cl.[Fe+2].C(Cl)Cl (PdCl2(dppf) CH2Cl2). The solvent is O1CCOCC1 (1,4-dioxane). Reaction conditions: temperature 100 celsius. The product is C(C)[C@@H]1CN(CC[C@H]1NC=1C=2N(N=CC1C(=O)N)C=C(C2)C=2C=NN(C2)C(C)C)C(C(C)(C)O)=O (4-(((3R,4R)-3-ethyl-1-(2-hydroxy-2-methylpropanoyl)piperidin-4-yl)amino)-6-(1-isopropyl-1H-pyrazol-4-yl)pyrrolo[1,2-b]pyridazine-3-carboxamide). Yield: 68.2%. RXN SMILES: Br[C:2]1[CH:3]=[C:4]2[C:9]([NH:10][C@@H:11]3[CH2:16][CH2:15][N:14]([C:17](=[O:22])[C:18]([OH:21])([CH3:20])[CH3:19])[CH2:13][C@H:12]3[CH2:23][CH3:24])=[C:8]([C:25]([NH2:27])=[O:26])[CH:7]=[N:6][N:5]2[CH:28]=1.[CH:29]([N:32]1[CH:36]=[C:35](B2OC(C)(C)C(C)(C)O2)[CH:34]=[N:33]1)([CH3:31])[CH3:30].P([O-])([O-])([O-])=O.[K+].[K+].[K+]>C1C=CC(P(C2C=CC=CC=2)[C-]2C=CC=C2)=CC=1.C1C=CC(P(C2C=CC=CC=2)[C-]2C=CC=C2)=CC=1.Cl[Pd]Cl.[Fe+2].C(Cl)Cl.O1CCOCC1>[CH2:23]([C@H:12]1[C@H:11]([NH:10][C:9]2[C:4]3[N:5]([CH:28]=[C:2]([C:35]4[CH:34]=[N:33][N:32]([CH:29]([CH3:31])[CH3:30])[CH:36]=4)[CH:3]=3)[N:6]=[CH:7][C:8]=2[C:25]([NH2:27])=[O:26])[CH2:16][CH2:15][N:14]([C:17](=[O:22])[C:18]([OH:21])([CH3:20])[CH3:19])[CH2:13]1)[CH3:24] |f:2.3.4.5,6.7.8.9.10|. Reported procedure: To a vial charged with 6-bromo-4-(((3R,4R)-3-ethyl-1-(2-hydroxy-2-methylpropanoyl)-piperidin-4-yl)amino)pyrrolo[1,2-b]pyridazine-3-carboxamide (20 mg, 0.044 mmol), 1-isopropyl-4-(4,4,5,5-tetramethyl-1,3,2-dioxaborolan-2-yl)-1H-pyrazole (20.88 mg, 0.088 mmol), and PdCl2(dppf)-CH2Cl2 Adduct (3.61 mg, 4.42 μmol) were added 1,4-dioxane (295 μl) and a 2M solution of potassium phosphate (66.3 μl, 0.133 mmol). The suspension was purged with nitrogen for 5 minutes. The vial was sealed and heated at 100°...